This data is from the Open Reaction Database (ORD), a public repository of structured organic reaction records. The task is: describe an organic reaction: reactants, conditions, products, and yield Reactants: ClC1=CC=C2C(C(=O)OC(N2)=O)=C1 (5-chloroisatoic anhydride), CC=1C=C2C(C(NC2=CC1)=O)=O (5-methylisatin), FC=1C=C2C(C(NC2=CC1)=O)=O (5-fluoroisatin). Yields the product CC=1C=C2C(C3=NC4=CC=CC=C4C(N3C2=CC1)=O)=O (8-Methylindolo[2,1-b]quinazoline-6,12-dione). The yield is 36.0%. RXN SMILES: Cl[C:2]1[CH:13]=[C:6]2[C:7](OC(=O)[NH:11][C:5]2=[CH:4][CH:3]=1)=[O:8].[CH3:14][C:15]1[CH:16]=[C:17]2[C:21](=[CH:22][CH:23]=1)[NH:20][C:19](=O)[C:18]2=[O:25].FC1C=C2C(=CC=1)NC(=O)C2=O>>[CH3:14][C:15]1[CH:16]=[C:17]2[C:21](=[CH:22][CH:23]=1)[N:20]1[C:19](=[N:11][C:5]3[C:6]([C:7]1=[O:8])=[CH:13][CH:2]=[CH:3][CH:4]=3)[C:18]2=[O:25]. Reported procedure: Using the procedure in Example 12 and substituting isatoic anhydride for 5-chloroisatoic anhydride and 5-methylisatin for 5-fluoroisatin gave the title compound in 36% yield: mp 282.8°-284.8° C.; 1H NMR (300 MHz, DMSO-d6) δ 8.28-8.38 (m, 2H) 7.94 (d, 2H) 7.64-7.78 (m, 3H) 3.34 (s, 3H); MS (M+H)+ 263. Reactants: COC1=CC=2NC3=CC=CC=C3SC2C=C1 (2-methoxyphenothiazine), N1C(CCC1)=O (2-pyrrolidinone), P(=O)(Cl)(Cl)Cl (phosphorus oxychloride). Run in ClCCCl (1,2-dichloroethane). Yields the product COC1=CC=2N(C3=CC=CC=C3SC2C=C1)C=1N(CCC1)C1=NCCC1 (2-METHOXY-10-[1-(1-PYRROLIN-2-YL)-2PYRROLIN-2-YL]PHENOTHIAZINE). RXN SMILES: [CH3:1][O:2][C:3]1[CH:16]=[CH:15][C:14]2[S:13][C:12]3[C:7](=[CH:8][CH:9]=[CH:10][CH:11]=3)[NH:6][C:5]=2[CH:4]=1.[NH:17]1[CH2:21][CH2:20][CH2:19][C:18]1=O.P(Cl)(Cl)(Cl)=O>ClCCCl>[CH3:1][O:2][C:3]1[CH:16]=[CH:15][C:14]2[S:13][C:12]3[C:7](=[CH:8][CH:9]=[CH:10][CH:11]=3)[N:6]([C:18]3[N:17]([C:18]4[CH2:19][CH2:20][CH2:21][N:17]=4)[CH2:21][CH2:20][CH:19]=3)[C:5]=2[CH:4]=1. Procedure: Reaction of 2-methoxyphenothiazine, 2-pyrrolidinone and phosphorus oxychloride in 1,2-dichloroethane according to the procedure of Example 1 affords 2-METHOXY-10-[1-(1-PYRROLIN-2-YL)-2PYRROLIN-2-YL]PHENOTHIAZINE free base, m.p. 151°-153° C. (corr.), from isopropyl alcohol.